Dataset: the Open Reaction Database (ORD), a public repository of structured organic reaction records. Task: describe an organic reaction: reactants, conditions, products, and yield Reactants: O=C([O-])O, C1CCOC1, CC(C)(C)[O-], CCOC(C)=O, Cl, [K+], [Na+], COC(=O)CCC(C(N)=O)N1Cc2c(OCc3ccc(Cn4cnnc4)cc3)cccc2C1=O. Product: O=C1CCC(N2Cc3c(OCc4ccc(Cn5cnnc5)cc4)cccc3C2=O)C(=O)N1. Reaction SMILES: [C:42](=[O:43])([OH:44])[O-:45].[CH2:47]1[O:48][CH2:49][CH2:50][CH2:51]1.[CH3:35][C:36]([O-:37])([CH3:38])[CH3:39].[CH3:52][CH2:53][O:54][C:55](=[O:56])[CH3:57].[ClH:41].[K+:40].[Na+:46].[n:1]1[n:2][cH:3][n:4]([CH2:6][c:7]2[cH:8][cH:9][c:10]([CH2:11][O:12][c:13]3[c:14]4[c:18]([cH:19][cH:20][cH:21]3)[C:17](=[O:22])[N:16]([CH:23]([CH2:24][CH2:25][C:26]([O:28][CH3:27])=[O:29])[C:30](=[O:31])[NH2:32])[CH2:15]4)[cH:33][cH:34]2)[cH:5]1>>[n:1]1[n:2][cH:3][n:4]([CH2:6][c:7]2[cH:8][cH:9][c:10]([CH2:11][O:12][c:13]3[c:14]4[c:18]([cH:19][cH:20][cH:21]3)[C:17](=[O:22])[N:16]([CH:23]3[CH2:24][CH2:25][C:26](=[O:28])[NH:32][C:30]3=[O:31])[CH2:15]4)[cH:33][cH:34]2)[cH:5]1. Reported procedure: The preparation is carried out as in Example 1.1, from 8.0 g (35.8 mmol) of ethyl 6-chloro-1H-indole-2-carboxylate, from 1.8 g of 60% sodium hydride and from 2.8 ml of iodomethane. Product: ClC1=CC=C2C=C(N(C2=C1)C)C(=O)OCC (Ethyl 6-chloro-1-methyl-1H-indole-2-carboxylate). As a reaction SMILES: [Cl:1][C:2]1[CH:10]=[C:9]2[C:5]([CH:6]=[C:7]([C:11]([O:13][CH2:14][CH3:15])=[O:12])[NH:8]2)=[CH:4][CH:3]=1.[H-].[Na+].I[CH3:19]>>[Cl:1][C:2]1[CH:10]=[C:9]2[C:5]([CH:6]=[C:7]([C:11]([O:13][CH2:14][CH3:15])=[O:12])[N:8]2[CH3:19])=[CH:4][CH:3]=1 |f:1.2|. Reactants: ClC1=CC=C2C=C(NC2=C1)C(=O)OCC (ethyl 6-chloro-1H-indole-2-carboxylate), [H-].[Na+] (sodium hydride), IC (iodomethane). Starting materials: N#CC1(NC(=O)C2CC(S(=O)(=O)c3ccccc3)CN2)CC1, O=C(O)C(F)(F)F, O=C(O)c1ccccc1. Yields the product N#CC1(NC(=O)C2CC(S(=O)(=O)c3ccccc3)CN2C(=O)c2ccccc2)CC1. RXN SMILES: [C:8](#[N:9])[C:10]1([NH:13][C:14](=[O:15])[CH:16]2[NH:17][CH2:18][CH:19]([S:21](=[O:22])(=[O:23])[c:24]3[cH:25][cH:26][cH:27][cH:28][cH:29]3)[CH2:20]2)[CH2:11][CH2:12]1.[F:1][C:2]([F:3])([F:4])[C:5]([OH:6])=[O:7].[OH:30][C:31](=[O:32])[c:33]1[cH:34][cH:35][cH:36][cH:37][cH:38]1>>[C:8](#[N:9])[C:10]1([NH:13][C:14](=[O:15])[CH:16]2[N:17]([C:31](=[O:30])[c:33]3[cH:34][cH:35][cH:36][cH:37][cH:38]3)[CH2:18][CH:19]([S:21](=[O:22])(=[O:23])[c:24]3[cH:25][cH:26][cH:27][cH:28][cH:29]3)[CH2:20]2)[CH2:11][CH2:12]1. Procedure: To a 500 ml round bottom flask equipped with magnetic stirrer and reflux condenser was charged 13.2 g (0.0702 moles) of cyclopropyl 3-hydroxystyrylketone 150 mls of water and 3.5 g (0.0702 moles) of hydrazine monohydrate. The reaction was refluxed for a total of 2 hours, after which it was cooled and diluted with an additional 200 mls of water. The resulting solid was collected by vacuum filtration, washed with water and hexane, and dried in vacuuo at 40° C. overnight to afford 9.6 g of 3-cyclop... The product is C1(CC1)C1=NNC(C1)C1=CC(=CC=C1)O (3-cyclopropyl-5-(3-hydroxyphenyl)-2-pyrazoline). Isolated yield 67.6%. The reactants are C1(CC1)C(=CC1=CC(=CC=C1)O)C(=O)C(=CC1=CC(=CC=C1)O)C1CC1 (cyclopropyl 3-hydroxystyrylketone), O.NN (hydrazine monohydrate). As a reaction SMILES: C1([C:4]([C:13]([C:15]([CH:24]2[CH2:26]C2)=CC2C=CC=C(O)C=2)=O)=[CH:5][C:6]2[CH:11]=[CH:10][CH:9]=[C:8]([OH:12])[CH:7]=2)CC1.O.[NH2:28][NH2:29]>O>[CH:15]1([C:13]2[CH2:4][CH:5]([C:6]3[CH:11]=[CH:10][CH:9]=[C:8]([OH:12])[CH:7]=3)[NH:29][N:28]=2)[CH2:24][CH2:26]1 |f:1.2|. The solvent is O (water), O (water). The reactants are NC1=C(C(=NN1)NC1=CC(=CC=C1)Cl)C#N (5-amino-3-((3-chlorophenyl)amino)-1H-pyrazole-4-carbonitrile), FC(C1=CC=C(C=C1)C=O)(F)F (alpha,alpha,alpha-Trifluoro-p-tolualdehyde). Reagents/catalysts: N1CCCCC1 (piperidine). The solvent is CCO (EtOH). The product is ClC=1C=C(C=CC1)NC1=NNC(=C1C#N)N=CC1=CC=C(C=C1)C(F)(F)F (3-((3-chlorophenyl)amino)-5-((4-(trifluoromethyl)benzylidene)amino)-1H-pyrazole-4-carbonitrile). Isolated yield 42.0%. Reaction SMILES: [NH2:1][C:2]1[NH:6][N:5]=[C:4]([NH:7][C:8]2[CH:13]=[CH:12][CH:11]=[C:10]([Cl:14])[CH:9]=2)[C:3]=1[C:15]#[N:16].[F:17][C:18]([F:28])([F:27])[C:19]1[CH:24]=[CH:23][C:22]([CH:25]=O)=[CH:21][CH:20]=1>CCO.N1CCCCC1>[Cl:14][C:10]1[CH:9]=[C:8]([NH:7][C:4]2[C:3]([C:15]#[N:16])=[C:2]([N:1]=[CH:25][C:22]3[CH:21]=[CH:20][C:19]([C:18]([F:17])([F:27])[F:28])=[CH:24][CH:23]=3)[NH:6][N:5]=2)[CH:13]=[CH:12][CH:11]=1. Reported procedure: 5-amino-3-((3-chlorophenyl)amino)-1H-pyrazole-4-carbonitrile (100 mg) was suspended in EtOH (4 mL) and alpha,alpha,alpha-Trifluoro-p-tolualdehyde (1 eq.) and piperidine (1 drop) were added. Stirred at reflux until intermediate was absent (HPLC). After reaction was complete (18 hrs) it was brought to room temperature and filtered to obtain A15 as a yellow powder. Powder was washed with EtOH. Product was allowed to dry under vacuum for 1 hr (71 mg, 42% yield). Reactants: Cl (HCl), COC(C1=CN=CC(=C1)O)=O (5-Hydroxy-nicotinic acid methyl ester), CC(C)([O-])C.[K+] (potassium t-butoxide), C(C)(C)(C)O (t-butanol). The solvent is C1CCOC1 (THF). Product: C(C)(C)(C)OC(C1=CN=CC(=C1)O)=O (5-Hydroxy-nicotinic acid tert-butyl ester). Isolated yield 34.2%. RXN SMILES: C[O:2][C:3](=O)[C:4]1[CH:9]=[C:8]([OH:10])[CH:7]=[N:6][CH:5]=1.[CH3:12][C:13]([CH3:16])([O-:15])[CH3:14].[K+].C(O)(C)(C)C.Cl>C1COCC1>[C:13]([O:15][C:3](=[O:2])[C:4]1[CH:9]=[C:8]([OH:10])[CH:7]=[N:6][CH:5]=1)([CH3:16])([CH3:14])[CH3:12] |f:1.2|. Procedure: 5-Hydroxy-nicotinic acid methyl ester (1 g, 5.99 mmol) and potassium t-butoxide (4 g, 36 mmol) was stirred in THF (10 mL) and t-butanol (10 mL) at room temperature overnight. 1N HCl was added to adjust pH˜7 and the mixture was extracted with EtOAc (3×). The combined extracts were dried (Na2SO4), concentrated and purified by column chromatography to give the product (400 mg, 34%). MS (DCI) m/z 196 (M+H)+.